From a dataset of the Open Reaction Database (ORD), a public repository of structured organic reaction records. describe an organic reaction: reactants, conditions, products, and yield The reactants are ClC=1C=CC(=C(C1)[N+](=O)[O-])O (5-chloro-2-hydroxynitrobenzene), aqueous solution, P (phosphine), [OH-].[Na+] (NaOH), C=1(C(=CC=CC1)C)C (xylene). The reagents and catalysts are Cl[Pd]Cl (PdCl2). Solvent: O (H2O). Yields the product ClC=1C=CC(=C(N)C1)O (5-chloro-2-hydroxyaniline). Reaction SMILES: [Cl:1][C:2]1[CH:3]=[CH:4][C:5]([OH:11])=[C:6]([N+:8]([O-])=O)[CH:7]=1.C1(C)C(C)=CC=CC=1.P.[OH-].[Na+]>Cl[Pd]Cl.O>[Cl:1][C:2]1[CH:3]=[CH:4][C:5]([OH:11])=[C:6]([CH:7]=1)[NH2:8] |f:3.4|. Reported procedure: A degassed solution of 10 mmol of 5-chloro-2-hydroxynitrobenzene (starting material) and 40 ml of xylene are placed in an autoclave (volume: 200 ml).0.125 mmol of BINAS (in the form of 0.72 g of an aqueous solution containing 0.173 mol of BINAS/kg of solution) as phosphine and 0.6 g (15 mmol) of NaOH, 41 ml of H2O and 0.25 mmol of PdCl2 are added. The pH is from 10 to 11.